From a dataset of the Open Reaction Database (ORD), a public repository of structured organic reaction records. describe an organic reaction: reactants, conditions, products, and yield Reactants: P(=S)(OCC)(OCC(C)(C)C)Cl (O-ethyl O-neopentyl chlorothiophosphate), [OH-].[K+] (potassium hydroxide). Run in C(C)O (ethyl alcohol). Run at temperature 22 celsius, time 60 hour. Product: [K+].P(=S)(OCC)(OCC(C)(C)C)[O-] (O-ethyl O-neopentyl thiophosphate potassium salt). Reaction SMILES: [P:1](Cl)([O:6][CH2:7][C:8]([CH3:11])([CH3:10])[CH3:9])([O:3][CH2:4][CH3:5])=[S:2].[OH-:13].[K+:14]>C(O)C>[K+:14].[P:1]([O-:13])([O:6][CH2:7][C:8]([CH3:11])([CH3:10])[CH3:9])([O:3][CH2:4][CH3:5])=[S:2] |f:1.2,4.5|. Procedure: Sixty One grams (260 mmole) of O-ethyl O-neopentyl chlorothiophosphate and 33.7 g (530 mmole) of 88% potassium hydroxide were mixed in 300 ml of ethyl alcohol and stirred at 22° C. for 60 hours. The precipitated potassium chloride was filtered off and the ethyl alcohol removed in vacuo. The resulting solid was washed with hexanes and diethyl ether yielding the title compound, a white solid. Starting materials: N1=CC=C(C=C1)C(C(=O)OCC)C (ethyl 2-(pyridin-4-yl)propanoate), Mg(ClO4)2, BrN1C(CCC1=O)=O (N-bromosuccinimide). The solvent is CCOCC (ether), C(=O)([O-])[O-].[Na+].[Na+] (Na2CO3), CC#N (CH3CN). Reaction conditions: time 2 hour. Product: BrC(C(=O)OCC)(C)C1=CC=NC=C1 (Ethyl 2-bromo-2-(pyridin-4-yl)propanoate). RXN SMILES: [N:1]1[CH:6]=[CH:5][C:4]([CH:7]([CH3:13])[C:8]([O:10][CH2:11][CH3:12])=[O:9])=[CH:3][CH:2]=1.[Br:14]N1C(=O)CCC1=O>CC#N.CCOCC.C([O-])([O-])=O.[Na+].[Na+]>[Br:14][C:7]([C:4]1[CH:5]=[CH:6][N:1]=[CH:2][CH:3]=1)([CH3:13])[C:8]([O:10][CH2:11][CH3:12])=[O:9] |f:4.5.6|. Procedure: The above compounds were prepared according to the procedure reported in the literature: see D. Yang, J. Org. Chem. 2002, 67, 7429. MS: 258, 260 (M+1). To a solution of ethyl 2-(pyridin-4-yl)propanoate (5.3 g, 30 mmol), Mg(ClO4)2 (Aldrich, 2.0 g, 9.0 mmol) in CH3CN (60 mL) was added N-bromosuccinimide (Aldrich, 5.9 g, 33 mmol) at room temperature. After 2 h, the reaction mixture was diluted with ether (200 mL), and 10% Na2CO3. The organic phase was separated, dried over Na2SO4, filtered, and con...